This data is from the Open Reaction Database (ORD), a public repository of structured organic reaction records. The task is: describe an organic reaction: reactants, conditions, products, and yield The reactants are COc1cn(-c2cccc(Br)c2F)nc(C(=O)N(C)OC)c1=O, O=C([O-])[O-], Cn1cc(B2OC(C)(C)C(C)(C)O2)cn1, COCCOC, [Na+], [Na+], O, c1ccc(P(c2ccccc2)(c2ccccc2)[Pd](P(c2ccccc2)(c2ccccc2)c2ccccc2)(P(c2ccccc2)(c2ccccc2)c2ccccc2)P(c2ccccc2)(c2ccccc2)c2ccccc2)cc1. The product is COc1cn(-c2cccc(-c3cnn(C)c3)c2F)nc(C(=O)N(C)OC)c1=O. RXN SMILES: [Br:1][c:2]1[c:3]([F:23])[c:4](-[n:8]2[n:9][c:10]([C:17](=[O:18])[N:19]([CH3:20])[O:21][CH3:22])[c:11](=[O:16])[c:12]([O:14][CH3:15])[cH:13]2)[cH:5][cH:6][cH:7]1.[C:39](=[O:40])([O-:41])[O-:42].[CH3:24][n:25]1[n:26][cH:27][c:28]([B:30]2[O:31][C:32]([CH3:33])([CH3:34])[C:35]([CH3:36])([CH3:37])[O:38]2)[cH:29]1.[CH3:45][O:46][CH2:47][CH2:48][O:49][CH3:50].[Na+:43].[Na+:44].[OH2:51].[cH:52]1[cH:53][cH:54][c:55]([P:56]([Pd:57]([P:58]([c:59]2[cH:60][cH:61][cH:62][cH:63][cH:64]2)([c:65]2[cH:66][cH:67][cH:68][cH:69][cH:70]2)[c:71]2[cH:72][cH:73][cH:74][cH:75][cH:76]2)([P:77]([c:78]2[cH:79][cH:80][cH:81][cH:82][cH:83]2)([c:84]2[cH:85][cH:86][cH:87][cH:88][cH:89]2)[c:90]2[cH:91][cH:92][cH:93][cH:94][cH:95]2)[P:96]([c:97]2[cH:98][cH:99][cH:100][cH:101][cH:102]2)([c:103]2[cH:104][cH:105][cH:106][cH:107][cH:108]2)[c:109]2[cH:110][cH:111][cH:112][cH:113][cH:114]2)([c:115]2[cH:116][cH:117][cH:118][cH:119][cH:120]2)[c:121]2[cH:122][cH:123][cH:124][cH:125][cH:126]2)[cH:127][cH:128]1>>[c:2]1(-[c:28]2[cH:27][n:26][n:25]([CH3:24])[cH:29]2)[c:3]([F:23])[c:4](-[n:8]2[n:9][c:10]([C:17](=[O:18])[N:19]([CH3:20])[O:21][CH3:22])[c:11](=[O:16])[c:12]([O:14][CH3:15])[cH:13]2)[cH:5][cH:6][cH:7]1. Reactants: C(C)(C)(C)OC(=O)NC1=NC(C2=CC=CC=C12)(C1=CC=C(C=C1)OC)C=1C=CC(=C(C1)C1=CC(=CC=C1)OC)OS(=O)(=O)C(F)(F)F (trifluoro-methanesulfonic acid 5-[3-tert-butoxycarbonylamino-1-(4-methoxy-phenyl)-1H-isoindol-1-yl]-3′-methoxy-biphenyl-2-yl ester), P(=O)([O-])([O-])[O-].[K+].[K+].[K+] (potassium phosphate), COCCOC.O.C(C)O (1,2-dimethoxyethane water ethanol). The reagents and catalysts are Cl[Pd]([P](C1=CC=CC=C1)(C2=CC=CC=C2)C3=CC=CC=C3)([P](C4=CC=CC=C4)(C5=CC=CC=C5)C6=CC=CC=C6)Cl (dichlorobis(triphenylphosphine)palladium(II)), Cl[Pd]([P](C1=CC=CC=C1)(C2=CC=CC=C2)C3=CC=CC=C3)([P](C4=CC=CC=C4)(C5=CC=CC=C5)C6=CC=CC=C6)Cl (dichlorobis(triphenylphosphine)palladium(II)). Conditions: temperature 125 celsius, time 15 minute. Yields the product FC(C(=O)O)(F)F.COC=1C=C(C=CC1)C1=CC(=CC=C1)C1(N=C(C2=CC=CC=C12)N)C1=CC=C(C=C1)OC (3-(3′-Methoxy-biphenyl-3-yl)-3-(4-methoxy-phenyl)-3H-isoindol-1-ylamine trifluoroacetate). As a reaction SMILES: C(OC([NH:8][C:9]1[C:17]2[C:12](=[CH:13][CH:14]=[CH:15][CH:16]=2)[C:11]([C:26]2[CH:27]=[CH:28][C:29](OS([C:44]([F:47])([F:46])[F:45])(=O)=O)=[C:30]([C:32]3[CH:37]=[CH:36][CH:35]=[C:34]([O:38][CH3:39])[CH:33]=3)[CH:31]=2)([C:18]2[CH:23]=[CH:22][C:21]([O:24][CH3:25])=[CH:20][CH:19]=2)[N:10]=1)=O)(C)(C)C.P([O-])([O-])([O-])=O.[K+].[K+].[K+].COCC[O:60][CH3:61].O.C([OH:65])C>Cl[Pd](Cl)([P](C1C=CC=CC=1)(C1C=CC=CC=1)C1C=CC=CC=1)[P](C1C=CC=CC=1)(C1C=CC=CC=1)C1C=CC=CC=1>[F:47][C:44]([F:45])([F:46])[C:61]([OH:60])=[O:65].[CH3:39][O:38][C:34]1[CH:33]=[C:32]([C:30]2[CH:29]=[CH:28][CH:27]=[C:26]([C:11]3([C:18]4[CH:19]=[CH:20][C:21]([O:24][CH3:25])=[CH:22][CH:23]=4)[C:12]4[C:17](=[CH:16][CH:15]=[CH:14][CH:13]=4)[C:9]([NH2:8])=[N:10]3)[CH:31]=2)[CH:37]=[CH:36][CH:35]=1 |f:1.2.3.4,5.6.7,9.10,^1:68,87|. Procedure: To trifluoro-methanesulfonic acid 5-[3-tert-butoxycarbonylamino-1-(4-methoxy-phenyl)-1H-isoindol-1-yl]-3′-methoxy-biphenyl-2-yl ester (Scheme #2, G) (50 mg, 0.075 mmol) was added potassium phosphate (32 mg, 0.15 mmol), dichlorobis(triphenylphosphine)palladium(II) (16 mg, 0.022 mmol), and 1,2-dimethoxyethane: water:ethanol (7:3:2, 2.0 mL). The reaction was heated in a microwave at 125° C. for 15 minutes, more dichlorobis(triphenylphosphine)palladium(II) (16 mg, 0.022 mmol) was added, and the reac... Starting materials: C1(=CC=CC=C1)S(=O)(=O)C=1[C@H]([C@H]([C@@H]([C@@H]([C@H](C1)C)O[Si](C)(C)C(C)(C)C)C)O)O ((1S, 2S, 5S, 6R, 7S)-3-Benzenesulfonyl-6-(tert-butyldimethylsilanyloxy)-5,7-dimethylcyclohept-3-ene-1,2-diol), N1=C(C=CC=C1C)C (2,6-lutidine), [Si](C)(C)(C(C)(C)C)OS(=O)(=O)C(F)(F)F (TBSOTf), EA hexanes, CO (methyl alcohol). The solvent is C(Cl)Cl (methylene chloride). Reaction conditions: temperature -78 celsius, time 2 hour. The product is C1(=CC=CC=C1)S(=O)(=O)C=1[C@H]([C@H]([C@@H]([C@@H]([C@H](C1)C)O[Si](C)(C)C(C)(C)C)C)O[Si](C)(C)C(C)(C)C)O ((1S, 4S, 5R, 6R, 7S)-2-Benzenesulfonyl-5,7-bis-(tert-butyldimethylsilanyloxy)-4,6-dimethylcyclohept-2-enol). The yield is 99.6%. RXN SMILES: [C:1]1([S:7]([C:10]2[C@@H:11]([OH:28])[C@@H:12]([OH:27])[C@H:13]([CH3:26])[C@H:14]([O:18][Si:19]([C:22]([CH3:25])([CH3:24])[CH3:23])([CH3:21])[CH3:20])[C@@H:15]([CH3:17])[CH:16]=2)(=[O:9])=[O:8])[CH:6]=[CH:5][CH:4]=[CH:3][CH:2]=1.N1C(C)=CC=CC=1C.[Si:37](OS(C(F)(F)F)(=O)=O)([C:40]([CH3:43])([CH3:42])[CH3:41])([CH3:39])[CH3:38].CO>C(Cl)Cl>[C:1]1([S:7]([C:10]2[C@@H:11]([OH:28])[C@@H:12]([O:27][Si:37]([C:40]([CH3:43])([CH3:42])[CH3:41])([CH3:39])[CH3:38])[C@H:13]([CH3:26])[C@H:14]([O:18][Si:19]([C:22]([CH3:23])([CH3:25])[CH3:24])([CH3:20])[CH3:21])[C@@H:15]([CH3:17])[CH:16]=2)(=[O:9])=[O:8])[CH:2]=[CH:3][CH:4]=[CH:5][CH:6]=1. Procedure details: Compound 39 (77 mg, 0.18 mmol) was dissolved in dry methylene chloride (2.0 mL), and cooled to −78° C. To this cold solution were added 2,6-lutidine (32 μL, 0.27 mmol), followed by TBSOTf (50 μL, 0.22 mmol) under nitrogen. After stirring for 2 h at −78° C. (the reaction was monitored by TLC until completionusing a mixture of 1:1 EA/hexanes), 0.2 mL of methyl alcohol was then added to quench the excess of TBSOTf. The resulting solution was concentrated via rotary evaporation and the residue was p... Product: Cc1ccc2c(N)noc2c1-c1ccc2c(c1)NC(=O)C21CCOCC1. Reaction SMILES: [C:44](=[O:45])([O-:46])[OH:47].[CH3:1][O:2][c:3]1[cH:4][cH:5][c:6]([CH2:7][NH:8][c:9]2[n:10][o:11][c:12]3[c:13]2[cH:14][cH:15][c:16]([CH3:33])[c:17]3-[c:18]2[cH:19][cH:20][c:21]3[c:25]([cH:26]2)[NH:24][C:23](=[O:27])[C:22]32[CH2:28][CH2:29][O:30][CH2:31][CH2:32]2)[cH:34][cH:35]1.[CH3:52][CH2:53][O:54][C:55](=[O:56])[CH3:57].[Cl:49][CH2:50][Cl:51].[Na+:48].[OH2:43].[OH:36][C:37]([C:38]([F:39])([F:40])[F:41])=[O:42]>>[NH2:8][c:9]1[n:10][o:11][c:12]2[c:13]1[cH:14][cH:15][c:16]([CH3:33])[c:17]2-[c:18]1[cH:19][cH:20][c:21]2[c:25]([cH:26]1)[NH:24][C:23](=[O:27])[C:22]21[CH2:28][CH2:29][O:30][CH2:31][CH2:32]1. Starting materials: O=C([O-])O, COc1ccc(CNc2noc3c(-c4ccc5c(c4)NC(=O)C54CCOCC4)c(C)ccc23)cc1, CCOC(C)=O, ClCCl, [Na+], O, O=C(O)C(F)(F)F.